Dataset: the Open Reaction Database (ORD), a public repository of structured organic reaction records. Task: describe an organic reaction: reactants, conditions, products, and yield Starting materials: O.C(C)(C)(C)OC(=O)N[C@@H](CC(C)C)C(=O)O (Tert-butoxycarbonyl-L-leucine monohydrate), C(C1=CC=CC=C1)N1CCNCC1 (1-benzylpiperazine), tert-butyl (s)-1-(4-diphenylmethylpiperazine-1-yl carbonyl)-3-methyl butylcarbamate. Yields the product C(C1=CC=CC=C1)N1CCN(CC1)C(=O)[C@H](CC(C)C)NC(OC(C)(C)C)=O (tert-butyl (s)-1-(4-benzylpiperazine-1-yl carbonyl)-3-methylbutylcarbamate). Isolated yield 57.9%. As a reaction SMILES: O.[C:2]([O:6][C:7]([NH:9][C@H:10]([C:15]([OH:17])=O)[CH2:11][CH:12]([CH3:14])[CH3:13])=[O:8])([CH3:5])([CH3:4])[CH3:3].[CH2:18]([N:25]1[CH2:30][CH2:29][NH:28][CH2:27][CH2:26]1)[C:19]1[CH:24]=[CH:23][CH:22]=[CH:21][CH:20]=1>>[CH2:18]([N:25]1[CH2:30][CH2:29][N:28]([C:15]([C@@H:10]([NH:9][C:7](=[O:8])[O:6][C:2]([CH3:3])([CH3:4])[CH3:5])[CH2:11][CH:12]([CH3:13])[CH3:14])=[O:17])[CH2:27][CH2:26]1)[C:19]1[CH:20]=[CH:21][CH:22]=[CH:23][CH:24]=1 |f:0.1|. Reported procedure: Tert-butoxycarbonyl-L-leucine monohydrate (8.92 g) and 1-benzylpiperazine (6.30 g) were condensed in the same manner as in the preparation of tert-butyl (s)-1-(4-diphenylmethylpiperazine-1-yl carbonyl)-3-methyl butylcarbamate to yield 8.06 g of tert-butyl (s)-1-(4-benzylpiperazine-1-yl carbonyl)-3-methylbutylcarbamate as a colorless amorphous substance (yield: 58%). Procedure details: 1,2,3,4-Tetrahydro-2-oxo-3-quinolinepropanoic acid (2.1 g, 0.0096 mole) is dissolved in acetic anhydride (10 ml) and the solution is heated to 100° C. for one hour. Excess acetic anhydride is removed at reduced pressure and the residual anhydride is removed by addition of toluene and repeated concentration. The solid is recrystallized from ethyl acetate to yield pure 1,2,6,7-tetrahydro-3H,5H-benzo[ij]quinolizine-3,5-dione, mp 136°-140° C. The solvent is C(C)(=O)OC(C)=O (acetic anhydride). As a reaction SMILES: [O:1]=[C:2]1[CH:11](CCC(O)=O)[CH2:10][C:9]2[C:4](=[CH:5][CH:6]=[CH:7][CH:8]=2)[NH:3]1>C(OC(=O)C)(=O)C>[CH2:10]1[C:9]2=[CH:8][CH:7]=[CH:6][C:5]3=[C:4]2[N:3]([C:2](=[O:1])[CH2:11][CH2:10]3)[C:2](=[O:1])[CH2:11]1. Run at temperature 100 celsius. Reactants: O=C1NC2=CC=CC=C2CC1CCC(=O)O (1,2,3,4-Tetrahydro-2-oxo-3-quinolinepropanoic acid). The product is C1CC(N2C(CCC3=C2C1=CC=C3)=O)=O (1,2,6,7-tetrahydro-3H,5H-benzo[ij]quinolizine-3,5-dione). Reactants: C1(CC1)N1C(C(C(C2=C(C(=C(C(=C12)OC)F)F)[N+](=O)[O-])=O)C(=O)OCC)C (ethyl 1-cyclopropyl-6,7-difluoro-1,2,3,4-tetrahydro-8-methoxy-2-methyl-5-nitro-4-oxoquinoline-3-carboxylate). The reagents and catalysts are [O-2].[O-2].[Mn+4] (manganese dioxide). Run in C(Cl)Cl (CH2Cl2). Run at time 36 hour. Product: C1(CC1)N1C(=C(C(C2=C(C(=C(C(=C12)OC)F)F)[N+](=O)[O-])=O)C(=O)OCC)C (ethyl 1-cyclopropyl-6,7-difluoro-1,4-dihydro-8-methoxy-2-methyl-5-nitro-4-oxoquinoline-3-carboxylate). Yield: 15.9%. Reaction SMILES: [CH:1]1([N:4]2[C:13]3[C:8](=[C:9]([N+:18]([O-:20])=[O:19])[C:10]([F:17])=[C:11]([F:16])[C:12]=3[O:14][CH3:15])[C:7](=[O:21])[CH:6]([C:22]([O:24][CH2:25][CH3:26])=[O:23])[CH:5]2[CH3:27])[CH2:3][CH2:2]1>C(Cl)Cl.[O-2].[O-2].[Mn+4]>[CH:1]1([N:4]2[C:13]3[C:8](=[C:9]([N+:18]([O-:20])=[O:19])[C:10]([F:17])=[C:11]([F:16])[C:12]=3[O:14][CH3:15])[C:7](=[O:21])[C:6]([C:22]([O:24][CH2:25][CH3:26])=[O:23])=[C:5]2[CH3:27])[CH2:2][CH2:3]1 |f:2.3.4|. Procedure details: A suspension of ethyl 1-cyclopropyl-6,7-difluoro-1,2,3,4-tetrahydro-8-methoxy-2-methyl-5-nitro-4-oxoquinoline-3-carboxylate (1.42 g, 3.69 mmol) and manganese dioxide (16.1 g, 185 mmol) in CH2Cl2 (80 mL) was stirred at room temperature for 36 h. The catalyst was removed by filtration over Celite and the filtrate was concentrated in vacuo. The crude product was purified by column chromatography (Hexane:EtOAc 5:1→1:1) to yield ethyl 1-cyclopropyl-6,7-difluoro-1,4-dihydro-8-methoxy-2-methyl-5-nitro-... Reactants: BrBr, COC(=O)c1cnc(N2CCCCC2)cn1, ClCCl, ClC(Cl)Cl, O. Product: COC(=O)c1cnc(N2CCCCC2)c(Br)n1. Reaction SMILES: [Br:17][Br:18].[CH3:1][O:2][C:3](=[O:4])[c:5]1[n:6][cH:7][c:8]([N:11]2[CH2:12][CH2:13][CH2:14][CH2:15][CH2:16]2)[n:9][cH:10]1.[Cl:19][CH2:20][Cl:21].[Cl:23][CH:24]([Cl:25])[Cl:26].[OH2:22]>>[CH3:1][O:2][C:3](=[O:4])[c:5]1[n:6][c:7]([Br:17])[c:8]([N:11]2[CH2:12][CH2:13][CH2:14][CH2:15][CH2:16]2)[n:9][cH:10]1. The reactants are O=C(O)C1c2ccccc2Oc2ccccc21, Cn1c(N)nc2ccccc21. Reagents/catalysts: CN(C)C(=[N+](C)C)Cl.F[P-](F)(F)(F)(F)F (TCFH), CN1C=CN=C1 (NMI). The solvent is CN(C)C=O (DMF), CN(C)C=O (DMF), CN(C)C=O (DMF), CN(C)C=O (DMF), CN(C)C=O (DMF), CN(C)C=O (DMF). Reaction conditions: temperature 25 celsius, time 2 hour. Product: Cn1c(NC(=O)C2c3ccccc3Oc3ccccc32)nc2ccccc21. Yield: 46.8%. Reaction SMILES: Cn1c(N)nc2ccccc21.O=C(O)C1c2ccccc2Oc2ccccc21.CN(C)C(=[N+](C)C)Cl.F[P-](F)(F)(F)(F)F.CN1C=CN=C1.CN(C)C=O>>Cn1c(NC(=O)C2c3ccccc3Oc3ccccc32)nc2ccccc21. Reactants: ClC=1C=NC(=C(C(=O)O)C1)N1CC(C1)N(C)C1=C(C=C(C=C1)F)C (5-chloro-2-(3-((4-fluoro-2-methylphenyl)(methyl)amino)azetidin-1-yl)nicotinic acid), Cl.NC1(CC1)C1=CC=C(C(=O)OC)C=C1 (methyl 4-(1-aminocyclopropyl)benzoate hydrochloride). Product: ClC=1C=NC(=C(C(=O)NC2(CC2)C2=CC=C(C(=O)OC)C=C2)C1)N1CC(C1)N(C)C1=C(C=C(C=C1)F)C (methyl 4-(1-(5-chloro-2-(3-((4-fluoro-2-methylphenyl)(methyl)amino)azetidin-1-yl)nicotinamido)cyclopropyl)benzoate). Yield: 70.6%. RXN SMILES: [Cl:1][C:2]1[CH:3]=[N:4][C:5]([N:11]2[CH2:14][CH:13]([N:15]([C:17]3[CH:22]=[CH:21][C:20]([F:23])=[CH:19][C:18]=3[CH3:24])[CH3:16])[CH2:12]2)=[C:6]([CH:10]=1)[C:7](O)=[O:8].Cl.[NH2:26][C:27]1([C:30]2[CH:39]=[CH:38][C:33]([C:34]([O:36][CH3:37])=[O:35])=[CH:32][CH:31]=2)[CH2:29][CH2:28]1>>[Cl:1][C:2]1[CH:3]=[N:4][C:5]([N:11]2[CH2:12][CH:13]([N:15]([C:17]3[CH:22]=[CH:21][C:20]([F:23])=[CH:19][C:18]=3[CH3:24])[CH3:16])[CH2:14]2)=[C:6]([CH:10]=1)[C:7]([NH:26][C:27]1([C:30]2[CH:39]=[CH:38][C:33]([C:34]([O:36][CH3:37])=[O:35])=[CH:32][CH:31]=2)[CH2:29][CH2:28]1)=[O:8] |f:1.2|. Procedure details: The title compound (D171) (58 mg) was prepared according to the experimental procedure described in Description 169 (reaction time 2 h) starting from 5-chloro-2-(3-((4-fluoro-2-methylphenyl)(methyl)amino)azetidin-1-yl)nicotinic acid (D120) (55 mg, 0.157 mmol) and methyl 4-(1-aminocyclopropyl)benzoate (D7) (35.8 mg, 0.157 mmol).